Dataset: the Open Reaction Database (ORD), a public repository of structured organic reaction records. Task: describe an organic reaction: reactants, conditions, products, and yield Reactants: BrC1=CC=C2C(=CC(=NC2=C1)OC1=CC=C(C#N)C=C1)C (4-[(7-bromo-4-methyl-quinolin-2-yl)-oxy]-benzonitrile), C(C=C)[Sn](CCCC)(CCCC)CCCC (allyltributyltin). The reagents and catalysts are [Pd].C1(=CC=CC=C1)P(C1=CC=CC=C1)C1=CC=CC=C1.C1(=CC=CC=C1)P(C1=CC=CC=C1)C1=CC=CC=C1.C1(=CC=CC=C1)P(C1=CC=CC=C1)C1=CC=CC=C1.C1(=CC=CC=C1)P(C1=CC=CC=C1)C1=CC=CC=C1 (tetrakis-(triphenylphosphine)-palladium (0)). Solvent: C1(=CC=CC=C1)C (toluene). The product is C(C=C)C1=CC=C2C(=CC(=NC2=C1)OC1=CC=C(C#N)C=C1)C (4-[(7-allyl-4-methyl-quinolin-2-yl)-oxy]-benzonitrile). RXN SMILES: Br[C:2]1[CH:11]=[C:10]2[C:5]([C:6]([CH3:21])=[CH:7][C:8]([O:12][C:13]3[CH:20]=[CH:19][C:16]([C:17]#[N:18])=[CH:15][CH:14]=3)=[N:9]2)=[CH:4][CH:3]=1.[CH2:22]([Sn](CCCC)(CCCC)CCCC)[CH:23]=[CH2:24]>C1(C)C=CC=CC=1.[Pd].C1(P(C2C=CC=CC=2)C2C=CC=CC=2)C=CC=CC=1.C1(P(C2C=CC=CC=2)C2C=CC=CC=2)C=CC=CC=1.C1(P(C2C=CC=CC=2)C2C=CC=CC=2)C=CC=CC=1.C1(P(C2C=CC=CC=2)C2C=CC=CC=2)C=CC=CC=1>[CH2:24]([C:2]1[CH:11]=[C:10]2[C:5]([C:6]([CH3:21])=[CH:7][C:8]([O:12][C:13]3[CH:20]=[CH:19][C:16]([C:17]#[N:18])=[CH:15][CH:14]=3)=[N:9]2)=[CH:4][CH:3]=1)[CH:23]=[CH2:22] |f:3.4.5.6.7|. Procedure: 6.8 g (0.02 mol) of 4-[(7-bromo-4-methyl-quinolin-2-yl)-oxy]-benzonitrile, 6.8 g (5.9 mmol) of tetrakis-(triphenylphosphine)-palladium (0) and 6.8 ml (0.022 mol) of allyltributyltin are refluxed in 50 ml toluene under a nitrogen atmosphere for 2 hours. The toluene is distilled off, the residue triturated with ether and suction filtered. The mother liquor is combined with silica gel and evaporated down. Then the mixture is chromatographed on silica gel and eluted with cyclohexane/ethyl acetate (9... Starting materials: C1(=CC=CC=C1)C=1S(C(=CC(C1)=O)C1=CC=CC=C1)(=O)=O (2,6-diphenyl-4H-thiopyran-4-one-1,1-dioxide), CC1(OC(=O)CC(=O)O1)C (Meldrum's acid). Reagents/catalysts: N1CCCCC1 (piperidine). Run in alcohol. Reaction conditions: time 8 hour. Yields the product C1(=CC=CC=C1)C=1S(C(=CC(C1)=C1C(OC(OC1=O)(C)C)=O)C1=CC=CC=C1)(=O)=O (2,6-diphenyl-4-(2,2-dimethyl-m-dioxane-4,6-dione-5-ylidene)-4H-thiopyran-1,1-dioxide). Reaction SMILES: [C:1]1([C:7]2[S:8](=[O:21])(=[O:20])[C:9]([C:14]3[CH:19]=[CH:18][CH:17]=[CH:16][CH:15]=3)=[CH:10][C:11](=O)[CH:12]=2)[CH:6]=[CH:5][CH:4]=[CH:3][CH:2]=1.[CH3:22][C:23]1([CH3:31])[O:30][C:28](=[O:29])[CH2:27][C:25](=[O:26])[O:24]1>N1CCCCC1>[C:14]1([C:9]2[S:8](=[O:21])(=[O:20])[C:7]([C:1]3[CH:2]=[CH:3][CH:4]=[CH:5][CH:6]=3)=[CH:12][C:11](=[C:27]3[C:28](=[O:29])[O:30][C:23]([CH3:31])([CH3:22])[O:24][C:25]3=[O:26])[CH:10]=2)[CH:15]=[CH:16][CH:17]=[CH:18][CH:19]=1. Reported procedure: A mixture of 1.32 gm (5 mmol) of the Compound of Example 1, 0.80 gm (5.5 mmol) of Meldrum's acid, 10 ml of alcohol and 5 drops of piperidine was refluxed for 1 hour, allowed to stand overnight and the yellow solid titled compound was collected. The solid was recrystallized from alcohol (mp 214°-215° C.). Reactants: O=[N+]([O-])O, NCCO[N+](=O)[O-], O=C1NCC(C(=O)O)O1, [N-]=[N+]=NP(=O)(c1ccccc1)c1ccccc1. Yields the product O=C1NCC(C(=O)NCCO[N+](=O)[O-])O1. As a reaction SMILES: [N+:10]([O-:11])([OH:12])=[O:13].[N+:14](=[O:15])([O-:16])[O:17][CH2:18][CH2:19][NH2:20].[O:1]=[C:2]1[O:3][CH:4]([C:7](=[O:8])[OH:9])[CH2:5][NH:6]1.[c:21]1([P:22]([N:23]=[N+:24]=[N-:25])([c:26]2[cH:27][cH:28][cH:29][cH:30][cH:31]2)=[O:32])[cH:33][cH:34][cH:35][cH:36][cH:37]1>>[O:1]=[C:2]1[O:3][CH:4]([C:7](=[O:9])[NH:20][CH2:19][CH2:18][O:17][N+:14](=[O:15])[O-:16])[CH2:5][NH:6]1.